From a dataset of the Open Reaction Database (ORD), a public repository of structured organic reaction records. describe an organic reaction: reactants, conditions, products, and yield Procedure: 0.34 g of N-methylmorpholine and 0.57 g of N-methyl-N-phenylcarbamoyl chloride were successively added to a solution containing 1.1 g of N-[1-(5-chloro-2-benzofuranyl)ethyl]-2-amino-3-methylbutanamide hydrochloride dissolved in 30 ml of dichloromethane, at -15° C. The mixture was allowed to sit and warm naturally to room temperature and then stirred for 15 hours at room temperature. Water was subsequently added to the reaction mixture. After the dichloromethane layer was washed with water, the o... The yield is 77.4%. Reactants: O (Water), CN1CCOCC1 (N-methylmorpholine), CN(C(=O)Cl)C1=CC=CC=C1 (N-methyl-N-phenylcarbamoyl chloride), Cl.ClC=1C=CC2=C(C=C(O2)C(C)NC(C(C(C)C)N)=O)C1 (N-[1-(5-chloro-2-benzofuranyl)ethyl]-2-amino-3-methylbutanamide hydrochloride). Conditions: time 15 hour. As a reaction SMILES: CN1CCOCC1.[CH3:8][N:9]([C:13]1[CH:18]=[CH:17][CH:16]=[CH:15][CH:14]=1)[C:10](Cl)=[O:11].Cl.[Cl:20][C:21]1[CH:22]=[CH:23][C:24]2[O:28][C:27]([CH:29]([NH:31][C:32](=[O:38])[CH:33]([NH2:37])[CH:34]([CH3:36])[CH3:35])[CH3:30])=[CH:26][C:25]=2[CH:39]=1.O>ClCCl>[Cl:20][C:21]1[CH:22]=[CH:23][C:24]2[O:28][C:27]([CH:29]([NH:31][C:32](=[O:38])[C@H:33]([CH:34]([CH3:35])[CH3:36])[NH:37][C:10]([N:9]([CH3:8])[C:13]3[CH:18]=[CH:17][CH:16]=[CH:15][CH:14]=3)=[O:11])[CH3:30])=[CH:26][C:25]=2[CH:39]=1 |f:2.3|. Product: ClC=1C=CC2=C(C=C(O2)C(C)NC([C@@H](NC(=O)N(C2=CC=CC=C2)C)C(C)C)=O)C1 (N1 -[1-(5-chloro-2-benzofuranyl)ethyl]-N2 -(N-methylanilinocarbonyl)-L-valinamide). Run in ClCCl (dichloromethane). The reactants are OC(COC1=CC=C(C=C1)C(C)(C)C1=CC=C(C=C1)OCC(CN1C(NC2(C1=O)CC(NC(C2)(C)C)(C)C)=O)O)CN2C(NC1(C2=O)CC(NC(C1)(C)C)(C)C)=O (2,2-bis{4-[2-hydroxy-3-(7,7,9,9-tetramethyl-2,4-dioxo-1,3,8-triazaspiro[4.5]dec-3-yl)propoxy]phenyl}propane), CN=C=O (methyl isocyanate), CN=C=O (methyl isocyanate). Yields the product CNC(=O)OC(COC1=CC=C(C=C1)C(C)(C)C1=CC=C(C=C1)OCC(CN1C(NC2(C1=O)CC(NC(C2)(C)C)(C)C)=O)OC(NC)=O)CN2C(NC1(C2=O)CC(NC(C1)(C)C)(C)C)=O (2,2-Bis{4-[2-methylcarbamoyloxy-3-(7,7,9,9-tetramethyl-2,4-dioxo-1,3,8-triazaspiro[4.5]dec-3-yl)propoxy]phenyl}propane). As a reaction SMILES: [OH:1][CH:2]([CH2:41][N:42]1[C:46](=[O:47])[C:45]2([CH2:52][C:51]([CH3:54])([CH3:53])[NH:50][C:49]([CH3:56])([CH3:55])[CH2:48]2)[NH:44][C:43]1=[O:57])[CH2:3][O:4][C:5]1[CH:10]=[CH:9][C:8]([C:11]([C:14]2[CH:19]=[CH:18][C:17]([O:20][CH2:21][CH:22]([OH:40])[CH2:23][N:24]3[C:28](=[O:29])[C:27]4([CH2:34][C:33]([CH3:36])([CH3:35])[NH:32][C:31]([CH3:38])([CH3:37])[CH2:30]4)[NH:26][C:25]3=[O:39])=[CH:16][CH:15]=2)([CH3:13])[CH3:12])=[CH:7][CH:6]=1.[CH3:58][N:59]=[C:60]=[O:61]>>[CH3:58][NH:59][C:60]([O:40][CH:22]([CH2:23][N:24]1[C:28](=[O:29])[C:27]2([CH2:34][C:33]([CH3:35])([CH3:36])[NH:32][C:31]([CH3:37])([CH3:38])[CH2:30]2)[NH:26][C:25]1=[O:39])[CH2:21][O:20][C:17]1[CH:18]=[CH:19][C:14]([C:11]([C:8]2[CH:7]=[CH:6][C:5]([O:4][CH2:3][CH:2]([O:1][C:25](=[O:39])[NH:24][CH3:23])[CH2:41][N:42]3[C:46](=[O:47])[C:45]4([CH2:48][C:49]([CH3:56])([CH3:55])[NH:50][C:51]([CH3:54])([CH3:53])[CH2:52]4)[NH:44][C:43]3=[O:57])=[CH:10][CH:9]=2)([CH3:13])[CH3:12])=[CH:15][CH:16]=1)=[O:61]. Procedure: A mixture of 5.0 g of 2,2-bis{4-[2-hydroxy-3-(7,7,9,9-tetramethyl-2,4-dioxo-1,3,8-triazaspiro[4.5]dec-3-yl)propoxy]phenyl}propane (prepared as described in Example 2) and 25.0 g of methyl isocyanate was refluxed for 8.5 hours. After completion of the reaction, excess methyl isocyanate was evaporated from the reaction mixture and then the residue was purified by column chromatography through silica gel eluted with a 24:12:2:1 by volume mixture of ethyl acetate, benzene, triethylamine and ethanol ... Starting materials: [Al+3], C=C(c1ccc(Cl)cc1)C(CC)CC(=O)OC, CCOCC, C=C(CCCO)c1ccc(Cl)cc1, [H-], [H-], [H-], [H-], [Li+]. As a reaction SMILES: [Al+3:32].[CH2:14]([CH3:15])[CH:16]([CH2:17][C:18](=[O:19])[O:20][CH3:21])[C:22](=[CH2:23])[c:24]1[cH:25][cH:26][c:27]([Cl:30])[cH:28][cH:29]1.[CH3:37][CH2:38][O:39][CH2:40][CH3:41].[Cl:1][c:2]1[cH:3][cH:4][c:5]([C:6](=[CH2:7])[CH2:8][CH2:9][CH2:10][OH:11])[cH:12][cH:13]1.[H-:31].[H-:34].[H-:35].[H-:36].[Li+:33]>>[CH2:14]([CH3:15])[CH:16]([CH2:17][CH2:18][OH:19])[C:22](=[CH2:23])[c:24]1[cH:25][cH:26][c:27]([Cl:30])[cH:28][cH:29]1. Yields the product C=C(c1ccc(Cl)cc1)C(CC)CCO.